From a dataset of the Open Reaction Database (ORD), a public repository of structured organic reaction records. describe an organic reaction: reactants, conditions, products, and yield Reaction SMILES: [NH2:1][CH:2]([C:4]1[O:8][C:7]([C:9]2[CH:14]=[C:13]([N:15]([CH3:21])[CH2:16][CH:17]3[CH2:19][CH:18]3[CH3:20])[N:12]=[C:11]([N:22]([CH3:27])[S:23]([CH3:26])(=[O:25])=[O:24])[CH:10]=2)=[N:6][N:5]=1)[CH3:3].[C:28](=N)([C:35]1[CH:40]=[CH:39][CH:38]=[CH:37][CH:36]=1)[C:29]1[CH:34]=[CH:33][CH:32]=[CH:31][CH:30]=1>C(Cl)Cl.O.CCOC(C)=O>[C:29]1([C:28](=[N:1][CH:2]([C:4]2[O:8][C:7]([C:9]3[CH:14]=[C:13]([N:15]([CH3:21])[CH2:16][CH:17]4[CH2:19][CH:18]4[CH3:20])[N:12]=[C:11]([N:22]([CH3:27])[S:23]([CH3:26])(=[O:24])=[O:25])[CH:10]=3)=[N:6][N:5]=2)[CH3:3])[C:35]2[CH:36]=[CH:37][CH:38]=[CH:39][CH:40]=2)[CH:34]=[CH:33][CH:32]=[CH:31][CH:30]=1. Product: C1(=CC=CC=C1)C(C1=CC=CC=C1)=NC(C)C1=NN=C(O1)C1=CC(=NC(=C1)N(CC1C(C1)C)C)N(S(=O)(=O)C)C (N-(4-(5-{1-[(diphenyl methylene)amino]ethyl}-1,3,4-oxadiazol-2-yl)-6-{methyl[(2-methylcyclopropyl)methyl]amino}pyridin-2-yl)-N -methylmethanesulfonamide). Procedure details: To a solution of N-(4-[5-(1-aminoethyl)-1,3,4-oxadiazol-2-yl]-6-{methyl[(2-methylcyclopropyl)methyl]amino}pyridin-2-yl)-N-methylmethanesulfonamide (0.544 g, 1.26 mmol, example 22) in 10 mL CH2Cl2 was added benzophenone imine (0.25 mL, 1.51 mmol). A white precipitate appeared gradually through the course of the reaction. The reaction was allowed to proceed for 15 h, when a further aliquot of benzophenone imine was added (0.160 mL, 0.894 mmol). After a further 24 h, the reaction was diluted with H... Run in O (H2O), CCOC(=O)C (EtOAc), C(Cl)Cl (CH2Cl2). Starting materials: NC(C)C1=NN=C(O1)C1=CC(=NC(=C1)N(CC1C(C1)C)C)N(S(=O)(=O)C)C (N-(4-[5-(1-aminoethyl)-1,3,4-oxadiazol-2-yl]-6-{methyl[(2-methylcyclopropyl)methyl]amino}pyridin-2-yl)-N-methylmethanesulfonamide), C(C1=CC=CC=C1)(C1=CC=CC=C1)=N (benzophenone imine), C(C1=CC=CC=C1)(C1=CC=CC=C1)=N (benzophenone imine). Reaction conditions: time 15 hour. The reactants are Brc1ccc(C2CC2)cc1, C1CCOC1, [Cl-], [Mg], C#CCOc1ccc([N+](=O)[O-])c(C=O)c1, [NH4+]. Yields the product C#CCOc1ccc([N+](=O)[O-])c(C(O)c2ccc(C3CC3)cc2)c1. Reaction SMILES: [Br:2][c:3]1[cH:4][cH:5][c:6]([CH:9]2[CH2:10][CH2:11]2)[cH:7][cH:8]1.[CH2:29]1[O:30][CH2:31][CH2:32][CH2:33]1.[Cl-:27].[Mg:1].[N+:12](=[O:13])([O-:14])[c:15]1[c:16]([CH:17]=[O:18])[cH:19][c:20]([O:23][CH2:24][C:25]#[CH:26])[cH:21][cH:22]1.[NH4+:28]>>[c:3]1([CH:17]([c:16]2[c:15]([N+:12](=[O:13])[O-:14])[cH:22][cH:21][c:20]([O:23][CH2:24][C:25]#[CH:26])[cH:19]2)[OH:18])[cH:4][cH:5][c:6]([CH:9]2[CH2:10][CH2:11]2)[cH:7][cH:8]1. Starting materials: C(C)OC(CNC(C1=CC=C(C=C1)OC)=CS(=O)(=O)C(F)(F)F)OCC ({{p-Methoxy-α-{[(trifluoromethyl)sulfonyl]methylene}benzyl}amino}acetaldehyde diethyl acetal), FC(C(=O)O)(F)F (trifluoroacetic acid). The solvent is C(C)(=O)OCC.CCCCCCC (ethyl acetate heptane). Yields the product COC1=CC=C(C=C1)C=1NC=CC1S(=O)(=O)C(F)(F)F (2-(p-Methoxyphenyl)-3-[(trifluoromethyl]sulfonyl]pyrrole). Reaction SMILES: C(O[CH:4](OCC)[CH2:5][NH:6][C:7](=[CH:16][S:17]([C:20]([F:23])([F:22])[F:21])(=[O:19])=[O:18])[C:8]1[CH:13]=[CH:12][C:11]([O:14][CH3:15])=[CH:10][CH:9]=1)C.FC(F)(F)C(O)=O>C(OCC)(=O)C.CCCCCCC>[CH3:15][O:14][C:11]1[CH:12]=[CH:13][C:8]([C:7]2[NH:6][CH:5]=[CH:4][C:16]=2[S:17]([C:20]([F:23])([F:22])[F:21])(=[O:19])=[O:18])=[CH:9][CH:10]=1 |f:2.3|. Procedure: The oil obtained in Example 3 is treated with trifluoroacetic acid (20 mL), stirred for several hours at room temperature, concentrated in vacuo and chased with ethyl acetate to obtain an oil. Flash chromatography of the oil using silica gel and a 1:4 ethyl acetate/heptane solution gives a yellow semi-solid. Recrystallization of the semi-solid gives the title product as a yellow solid (0.88 g, mp 138.5°-140.5° C.) which is identified by 1HNMR and 13CNMR spectral analyses. Starting materials: CCOC(=O)CCCN1C(=O)N(c2ccc(C#N)c(C(F)(F)F)c2)C(=O)C12CCOCC2, CO, [Na+], [OH-], O. The product is N#Cc1ccc(N2C(=O)N(CCCC(=O)O)C3(CCOCC3)C2=O)cc1C(F)(F)F. Reaction SMILES: [C:1](#[N:2])[c:3]1[c:4]([C:29]([F:30])([F:31])[F:32])[cH:5][c:6]([N:9]2[C:10](=[O:28])[N:11]([CH2:20][CH2:21][CH2:22][C:23](=[O:24])[O:25][CH2:26][CH3:27])[C:12]3([C:13]2=[O:14])[CH2:15][CH2:16][O:17][CH2:18][CH2:19]3)[cH:7][cH:8]1.[CH3:33][OH:34].[Na+:36].[OH-:35].[OH2:37]>>[C:1](#[N:2])[c:3]1[c:4]([C:29]([F:30])([F:31])[F:32])[cH:5][c:6]([N:9]2[C:10](=[O:28])[N:11]([CH2:20][CH2:21][CH2:22][C:23](=[O:24])[OH:25])[C:12]3([C:13]2=[O:14])[CH2:15][CH2:16][O:17][CH2:18][CH2:19]3)[cH:7][cH:8]1. Reactants: C([O-])([O-])=O.[Cs+].[Cs+] (cesium carbonate), COCCBr (2-bromoethyl methyl ether), ClC=1C=CC(=NC1)NC(C1=C(C(=CC(=C1)Cl)O)NC(=O)C=1SC=C(C1Cl)CN1CCN(CC1)C)=O (N-(5-chloropyridin-2-yl)-2-[((4-((4-methylpiperazin-1-yl)methyl)-3-chlorothiophen-2-yl)carbonyl)amino]-3-hydroxy-5-chlorobenzamide). Solvent: CN(C)C=O (DMF). Product: ClC=1C=CC(=NC1)NC(C1=C(C(=CC(=C1)Cl)OCCOC)NC(=O)C=1SC=C(C1Cl)CN1CCN(CC1)C)=O (N-(5-chloropyridin-2-yl)-2-[((4-((4-methylpiperazin-1-yl)methyl)-3-chlorothiophen-2-yl)carbonyl)amino]-3-(2-methoxyethoxy)-5-chlorobenzamide). Isolated yield 60.2%. As a reaction SMILES: [Cl:1][C:2]1[CH:3]=[CH:4][C:5]([NH:8][C:9](=[O:35])[C:10]2[CH:15]=[C:14]([Cl:16])[CH:13]=[C:12]([OH:17])[C:11]=2[NH:18][C:19]([C:21]2[S:22][CH:23]=[C:24]([CH2:27][N:28]3[CH2:33][CH2:32][N:31]([CH3:34])[CH2:30][CH2:29]3)[C:25]=2[Cl:26])=[O:20])=[N:6][CH:7]=1.C(=O)([O-])[O-].[Cs+].[Cs+].[CH3:42][O:43][CH2:44][CH2:45]Br>CN(C=O)C>[Cl:1][C:2]1[CH:3]=[CH:4][C:5]([NH:8][C:9](=[O:35])[C:10]2[CH:15]=[C:14]([Cl:16])[CH:13]=[C:12]([O:17][CH2:45][CH2:44][O:43][CH3:42])[C:11]=2[NH:18][C:19]([C:21]2[S:22][CH:23]=[C:24]([CH2:27][N:28]3[CH2:33][CH2:32][N:31]([CH3:34])[CH2:30][CH2:29]3)[C:25]=2[Cl:26])=[O:20])=[N:6][CH:7]=1 |f:1.2.3|. Procedure details: E, In a manner similar to that described in Paragraph B above, N-(5-chloropyridin-2-yl)-2-[((4-((4-methylpiperazin-1-yl)methyl)-3-chlorothiophen-2-yl)carbonyl)amino]-3-hydroxy-5-chlorobenzamide (7.0 g, 13 mmol) reacted with cesium carbonate (29 g, 89 mmol) and 2-bromoethyl methyl ether (2.6 g, 19 mmol) in DMF (100 mL) at 60° C. Purification by flash chromatography on silica gel afforded 4.8 g (62% yield) of N-(5-chloropyridin-2-yl)-2-[((4-((4-methylpiperazin-1-yl)methyl)-3-chlorothiophen-2-yl)ca... Starting materials: C1(=CC=CC=C1)OC(NC1=CC=C(C=C1)N1CCN(CC1)C1=CC=C(C=C1)OC)=O (phenyl[4-[4-(4-methoxyphenyl)-1-piperazinyl]phenyl]carbamate), C(C)OC(CNC(C)C)=O (ethyl[(1-methylethyl)amino]acetate), O1CCOCC1 (1,4-dioxane). The reagents and catalysts are CN(C1=CC=NC=C1)C (N,N-dimethyl-4-pyridinamine). The solvent is O (water). The product is COC1=CC=C(C=C1)N1CCN(CC1)C1=CC=C(C=C1)N1C(N(CC1=O)C(C)C)=O (3-[4-[4-(4-methoxyphenyl)-1-piperazinyl]phenyl]-1-(1-methylethyl)-2,4-imidazolidinedione). Isolated yield 73.0%. RXN SMILES: C1(O[C:8](=[O:30])[NH:9][C:10]2[CH:15]=[CH:14][C:13]([N:16]3[CH2:21][CH2:20][N:19]([C:22]4[CH:27]=[CH:26][C:25]([O:28][CH3:29])=[CH:24][CH:23]=4)[CH2:18][CH2:17]3)=[CH:12][CH:11]=2)C=CC=CC=1.C([O:33][C:34](=O)[CH2:35][NH:36][CH:37]([CH3:39])[CH3:38])C.O1CCOCC1>CN(C)C1C=CN=CC=1.O>[CH3:29][O:28][C:25]1[CH:26]=[CH:27][C:22]([N:19]2[CH2:20][CH2:21][N:16]([C:13]3[CH:12]=[CH:11][C:10]([N:9]4[C:34](=[O:33])[CH2:35][N:36]([CH:37]([CH3:39])[CH3:38])[C:8]4=[O:30])=[CH:15][CH:14]=3)[CH2:17][CH2:18]2)=[CH:23][CH:24]=1. Procedure details: A mixture of 5 parts of phenyl[4-[4-(4-methoxyphenyl)-1-piperazinyl]phenyl]carbamate, 3 parts of ethyl[(1-methylethyl)amino]acetate, 1 part of N,N-dimethyl-4-pyridinamine and 100 parts of 1,4-dioxane was stirred and refluxed overnight. The warm solution was saturated with water and allowed to cool. The solution was poured onto water and extracted with trichloromethane. The extract was washed with water, dried, filtered and evaporated. The residue was purified by filtration over silica gel using ... Reactants: OO (H2O2), FC(C(C(C(C(=O)OC(C(C(C(C(F)(F)F)(F)F)(F)F)(F)F)=O)(F)F)(F)F)(F)F)(F)F (nonafluorovaleric anhydride). The solvent is FC(C(C(C(C(=O)O)(F)F)(F)F)(F)F)(F)F (nonafluorovaleric acid). Product: FC(C(C(C(=O)OOC(C(C(C(C(F)(F)F)(F)F)(F)F)(F)F)=O)(F)F)(F)F)(C(F)(F)F)F (bis(nonafluoropentanoyl) peroxide). As a reaction SMILES: [OH:1][OH:2].FC(F)(F)C(F)(F)C(F)(F)C(F)(F)C([O:10][C:11](=O)[C:12]([F:24])([F:23])[C:13]([F:22])([F:21])[C:14]([F:20])([F:19])[C:15]([F:18])([F:17])[F:16])=O>FC(F)(F)C(F)(F)C(F)(F)C(F)(F)C(O)=O>[F:19][C:14]([F:20])([C:15]([F:16])([F:17])[F:18])[C:13]([F:21])([F:22])[C:12]([F:24])([F:23])[C:11]([O:1][O:2][C:11](=[O:10])[C:12]([F:23])([F:24])[C:13]([F:21])([F:22])[C:14]([F:19])([F:20])[C:15]([F:18])([F:17])[F:16])=[O:10]. Procedure details: In a manner similar to that of Example 1, H2O2 (>95%) was combined with nonafluorovaleric anhydride to give bis(nonafluoropentanoyl) peroxide (δ−83.2, −117.9, −124.8, −127.5) in nonafluorovaleric acid.